Dataset: the Open Reaction Database (ORD), a public repository of structured organic reaction records. Task: describe an organic reaction: reactants, conditions, products, and yield The reactants are CCCC1CC(NC(=O)OC(C)(C)C)CCC1N1CCC(N)C1=O, CCN(CC)C(C)C, CC(C)NC(=O)Nc1ccc(C(F)(F)F)cc1C(=O)O, CN(C)C=O. The product is CCCC1CC(NC(=O)OC(C)(C)C)CCC1N1CCC(NC(=O)c2cc(C(F)(F)F)ccc2NC(=O)NC(C)C)C1=O. RXN SMILES: [C:1]([CH3:2])([CH3:3])([CH3:4])[O:5][C:6]([NH:7][CH:8]1[CH2:9][CH:10]([CH2:21][CH2:22][CH3:23])[CH:11]([N:14]2[C:15](=[O:20])[CH:16]([NH2:19])[CH2:17][CH2:18]2)[CH2:12][CH2:13]1)=[O:24].[CH2:45]([N:46]([CH:47]([CH3:48])[CH3:49])[CH2:50][CH3:51])[CH3:52].[CH:25]([CH3:26])([CH3:27])[NH:28][C:29]([NH:30][c:31]1[c:32]([C:33](=[O:34])[OH:35])[cH:36][c:37]([C:40]([F:41])([F:42])[F:43])[cH:38][cH:39]1)=[O:44].[O:53]=[CH:54][N:55]([CH3:56])[CH3:57]>>[C:1]([CH3:2])([CH3:3])([CH3:4])[O:5][C:6]([NH:7][CH:8]1[CH2:9][CH:10]([CH2:21][CH2:22][CH3:23])[CH:11]([N:14]2[C:15](=[O:20])[CH:16]([NH:19][C:33]([c:32]3[c:31]([NH:30][C:29]([NH:28][CH:25]([CH3:26])[CH3:27])=[O:44])[cH:39][cH:38][c:37]([C:40]([F:41])([F:42])[F:43])[cH:36]3)=[O:34])[CH2:17][CH2:18]2)[CH2:12][CH2:13]1)=[O:24]. Starting materials: COC(=O)c1cc(Br)cn1CC(=O)c1ccc(Cl)cc1, C1CCOC1, [Li+], [OH-], O. Yields the product O=C(Cn1cc(Br)cc1C(=O)O)c1ccc(Cl)cc1. As a reaction SMILES: [Br:4][c:5]1[cH:6][c:7]([C:20](=[O:21])[O:22][CH3:23])[n:8]([CH2:10][C:11](=[O:12])[c:13]2[cH:14][cH:15][c:16]([Cl:19])[cH:17][cH:18]2)[cH:9]1.[CH2:24]1[O:25][CH2:26][CH2:27][CH2:28]1.[Li+:2].[OH-:1].[OH2:3]>>[Br:4][c:5]1[cH:6][c:7]([C:20](=[O:21])[OH:22])[n:8]([CH2:10][C:11](=[O:12])[c:13]2[cH:14][cH:15][c:16]([Cl:19])[cH:17][cH:18]2)[cH:9]1. The reactants are O=C([C@H](CC=C)NC(OC(C)(C)C)=O)N1[C@H](CCCC1)C=C (tert-butyl (S)-1-oxo-1-((R)-2-vinylpiperidin-1-yl)pent-4-en-2-ylcarbamate). The reagents and catalysts are Cl[Ru]([P](C1CCCCC1)(C2CCCCC2)C3CCCCC3)(=CC4=CC=CC=C4)(Cl)=C5N(C6=C(C)C=C(C)C=C6C)CCN5C7=C(C)C=C(C)C=C7C (Grubbs II). The solvent is ClCCCl (DCE). Run at temperature 60 celsius. The product is O=C1[C@H](C\C=C/[C@@H]2N1CCCC2)NC(OC(C)(C)C)=O (tert-butyl (7S,10aR,Z)-6-oxo-1,2,3,4,6,7,8,10a-octahydropyrido[1,2-a]azepin-7-ylcarbamate). Yield: 71.9%. As a reaction SMILES: [O:1]=[C:2]([N:15]1[CH2:20][CH2:19][CH2:18][CH2:17][C@@H:16]1[CH:21]=[CH2:22])[C@@H:3]([NH:7][C:8](=[O:14])[O:9][C:10]([CH3:13])([CH3:12])[CH3:11])[CH2:4]C=C>ClCCCl.Cl[Ru](=C1N(C2C(C)=CC(C)=CC=2C)CCN1C1C(C)=CC(C)=CC=1C)(Cl)(=CC1C=CC=CC=1)[P](C1CCCCC1)(C1CCCCC1)C1CCCCC1>[O:1]=[C:2]1[N:15]2[CH2:20][CH2:19][CH2:18][CH2:17][C@@H:16]2[CH:21]=[CH:22][CH2:4][C@@H:3]1[NH:7][C:8](=[O:14])[O:9][C:10]([CH3:11])([CH3:12])[CH3:13] |^1:59|. Procedure details: A solution of tert-butyl (S)-1-oxo-1-((R)-2-vinylpiperidin-1-yl)pent-4-en-2-ylcarbamate (1.00 gm, 3.24 mmol) in DCE (350 mL) was purged with argon for 10 min. Grubbs II catalyst (0.124 gm, 0.146 mmol) was added and the reaction mixture was heated at 60° C. under argon for 18 hr. The reaction mixture was concentrated. The crude product was purified using silica gel chromatography (ISCO system) eluting with a gradient of 0-100% EtOAc/Hex to give tert-butyl (7S,10aR,Z)-6-oxo-1,2,3,4,6,7,8,10a-octah... The reactants are resultant mixture, BrC1=CC=C2CC(C(C2=C1)=O)CCCCCCCC (6-bromo-2-n-octyl-1-indanone), FC(C(=O)O)(F)F (trifluoroacetic acid), ice water, C(C)[SiH](CC)CC (triethylsilane). Product: BrC=1C=C2CC(CC2=CC1)CCCCCCCC (5-bromo-2-n-octylindan). Yield: 91.8%. As a reaction SMILES: [Br:1][C:2]1[CH:10]=[C:9]2[C:5]([CH2:6][CH:7]([CH2:12][CH2:13][CH2:14][CH2:15][CH2:16][CH2:17][CH2:18][CH3:19])[C:8]2=O)=[CH:4][CH:3]=1.FC(F)(F)C(O)=O.C([SiH](CC)CC)C>>[Br:1][C:2]1[CH:10]=[C:9]2[C:5](=[CH:4][CH:3]=1)[CH2:6][CH:7]([CH2:12][CH2:13][CH2:14][CH2:15][CH2:16][CH2:17][CH2:18][CH3:19])[CH2:8]2. Reported procedure: Subsequently, 45.9 g (0.14M) of 6-bromo-2-n-octyl-1-indanone and 162.4 g (1.42M) of trifluoroacetic acid were placed in a 500 ml-reaction vessel. To the mixture, 41.4 g (3.57×10-1M) of triethylsilane was added dropwise in 15 minutes at room temperature. After the addition, the resultant mixture was heat-refluxed for 3.5 hours. After the reaction, the reaction mixture was poured into ice water and subjected to extraction with toluene, followed by successive washing with water and NaHCO3 aqueous s... The reactants are FC1=C(C=C(C=C1)C1(OCCO1)C)S(=O)(=O)N (2-Fluoro-5-(2-methyl-[1,3]dioxolan-2-yl)-benzenesulfonamide), ClC1=CC(=C(C(=C1)C(C)C)N=C=O)C(C)C (4-Chloro-2,6-diisopropyl-phenyl isocyanate). The product is ClC1=CC(=C(C(=C1)C(C)C)NC(=O)NS(=O)(=O)C1=C(C=CC(=C1)C1(OCCO1)C)F)C(C)C (1-(4-Chloro-2,6-diisopropyl-phenyl)-3-(2-fluoro-5-(2-methyl-[1,3]-dioxolan-2-yl)-benzenesulfonyl]-urea). Reaction SMILES: [F:1][C:2]1[CH:7]=[CH:6][C:5]([C:8]2([CH3:13])[O:12][CH2:11][CH2:10][O:9]2)=[CH:4][C:3]=1[S:14]([NH2:17])(=[O:16])=[O:15].[Cl:18][C:19]1[CH:24]=[C:23]([CH:25]([CH3:27])[CH3:26])[C:22]([N:28]=[C:29]=[O:30])=[C:21]([CH:31]([CH3:33])[CH3:32])[CH:20]=1>>[Cl:18][C:19]1[CH:20]=[C:21]([CH:31]([CH3:33])[CH3:32])[C:22]([NH:28][C:29]([NH:17][S:14]([C:3]2[CH:4]=[C:5]([C:8]3([CH3:13])[O:12][CH2:11][CH2:10][O:9]3)[CH:6]=[CH:7][C:2]=2[F:1])(=[O:16])=[O:15])=[O:30])=[C:23]([CH:25]([CH3:27])[CH3:26])[CH:24]=1. Procedure details: 3-(2-Fluoro-5-(2-methyl-[1,3]dioxolan-2-yl)-benzenesulfonamide; 4-Chloro-2,6-diisopropyl-phenyl isocyanate. mp: 168-170° C.